This data is from the Open Reaction Database (ORD), a public repository of structured organic reaction records. The task is: describe an organic reaction: reactants, conditions, products, and yield Reactants: CC1(C)OCC(C=NO)O1, O=C1CCC(=O)N1Cl, CN(C)C=O, O. The product is CC1(C)OCC(C(Cl)=NO)O1. RXN SMILES: [CH3:1][C:2]1([CH3:10])[O:3][CH2:4][CH:5]([CH:7]=[N:8][OH:9])[O:6]1.[Cl:11][N:12]1[C:13](=[O:14])[CH2:15][CH2:16][C:17]1=[O:18].[O:20]=[CH:21][N:22]([CH3:23])[CH3:24].[OH2:19]>>[CH3:1][C:2]1([CH3:10])[O:3][CH2:4][CH:5]([C:7](=[N:8][OH:9])[Cl:11])[O:6]1. Starting materials: S(=O)(=O)(O)C1=C(C(C(=O)O)=CC=C1)C(=O)O (sulfophthalic acid), [OH-].[Ca+2].[OH-] (calcium hydroxide). The product is S(=O)(=O)(O)C1=C(C(C(=O)[O-])=CC=C1)C(=O)[O-].[Ca+2] (calcium sulfophthalate). Reaction SMILES: [S:1]([C:5]1[CH:13]=[CH:12][CH:11]=[C:7]([C:8]([OH:10])=[O:9])[C:6]=1[C:14]([OH:16])=[O:15])([OH:4])(=[O:3])=[O:2].[OH-].[Ca+2:18].[OH-]>>[S:1]([C:5]1[CH:13]=[CH:12][CH:11]=[C:7]([C:8]([O-:10])=[O:9])[C:6]=1[C:14]([O-:16])=[O:15])([OH:4])(=[O:3])=[O:2].[Ca+2:18] |f:1.2.3,4.5|. Reported procedure: To 1000 g of 10% sulfophthalic acid aqueous solution stirred at room temperature, 30 g of calcium hydroxide was added. The stirring was continued while measuring the pH value. At the time when the pH value reached 6, approximately, filtration was done by using a 0.4 μm glass filter to remove the insoluble components, so as to obtain a calcium sulfophthalate aqueous solution. The solvent is CS(=O)(=O)O (methane sulfonic acid), O (water). Procedure: A well stirred suspension of phosphorus pentoxide (0.92 g) in methane sulfonic acid (6.5 ml) under nitrogen was heated to 60° C. until a clear solution formed. The mixture was then allowed to cool to room temperature prior to addition of {4-methyl-2-[4-(trifluoromethyl)phenyl]-1,3-thiazol-5-yl}acetic acid (intermediate 14, 0.98 g) and ethyl (2-methylphenoxy)acetate (0.49 ml). The mixture was heated to 60° C. for 90 minutes, after cooling to room temperature the reaction mixture was poured onto i... Product: CC1=C(OCC(=O)OCC)C=CC(=C1)C(CC1=C(N=C(S1)C1=CC=C(C=C1)C(F)(F)F)C)=O (ethyl [2-methyl-4-({4-methyl-2-[4-(trifluoromethyl)phenyl]-1,3-thiazol-5-yl}acetyl)phenoxy]acetate). Starting materials: CC=1N=C(SC1CC(=O)O)C1=CC=C(C=C1)C(F)(F)F ({4-methyl-2-[4-(trifluoromethyl)phenyl]-1,3-thiazol-5-yl}acetic acid), CC=1N=C(SC1CC(=O)O)C1=CC=C(C=C1)C(F)(F)F ({4-methyl-2-[4-(trifluoromethyl)phenyl]-1,3-thiazol-5-yl}acetic acid), CC1=C(OCC(=O)OCC)C=CC=C1 (ethyl (2-methylphenoxy)acetate), C([O-])(O)=O.[Na+] (sodium bicarbonate), O=P12OP3(=O)OP(=O)(O1)OP(=O)(O2)O3 (phosphorus pentoxide). Reaction conditions: temperature 60 celsius. RXN SMILES: O=P12OP3(OP(OP(O3)(O1)=O)(=O)O2)=O.[CH3:15][C:16]1[N:17]=[C:18]([C:25]2[CH:30]=[CH:29][C:28]([C:31]([F:34])([F:33])[F:32])=[CH:27][CH:26]=2)[S:19][C:20]=1[CH2:21][C:22]([OH:24])=O.[CH3:35][C:36]1[CH:48]=[CH:47][CH:46]=[CH:45][C:37]=1[O:38][CH2:39][C:40]([O:42][CH2:43][CH3:44])=[O:41].C(=O)(O)[O-].[Na+]>CS(O)(=O)=O.O>[CH3:35][C:36]1[CH:48]=[C:47]([C:22](=[O:24])[CH2:21][C:20]2[S:19][C:18]([C:25]3[CH:30]=[CH:29][C:28]([C:31]([F:34])([F:33])[F:32])=[CH:27][CH:26]=3)=[N:17][C:16]=2[CH3:15])[CH:46]=[CH:45][C:37]=1[O:38][CH2:39][C:40]([O:42][CH2:43][CH3:44])=[O:41] |f:3.4|. Starting materials: [Li]CCCC (BuLi), hexanes, solution, BrC1=CC=C(C=O)C=C1 (4-bromobenzaldehyde), BrC1=CSC=C1 (3-bromothiophene), [NH4+].[Cl-] (NH4Cl). The solvent is C1CCOC1 (THF), C1CCOC1 (THF). Run at temperature 0 celsius, time 30 minute. Yields the product BrC1=CC=C(C=C1)C(O)C1=CSC=C1 ((4-bromophenyl)(thien-3-yl)methanol). RXN SMILES: [Li]CCCC.Br[C:7]1[CH:11]=[CH:10][S:9][CH:8]=1.[Br:12][C:13]1[CH:20]=[CH:19][C:16]([CH:17]=[O:18])=[CH:15][CH:14]=1.[NH4+].[Cl-]>C1COCC1>[Br:12][C:13]1[CH:20]=[CH:19][C:16]([CH:17]([C:7]2[CH:11]=[CH:10][S:9][CH:8]=2)[OH:18])=[CH:15][CH:14]=1 |f:3.4|. Procedure details: To a solution of 1.5M BuLi in hexanes (3.5 mL, 5.25 mmol) in THF (6.5 mL) cooled to −78° C. was added 3-bromothiophene dropwise (469 μL, 5.0 mmol). The mixture was stirred for 30 minutes and a 1.0M solution of 4-bromobenzaldehyde in THF was slowly added (5.5 mL, 5.5 mmol). The reaction was warmed to 0° C. and aged for 1 hour. The mixture was then poured into a saturated aqueous solution of NH4Cl. The resulting mixture was extracted 3 times with ethyl acetate and the organic layers were washed wi... Reactants: ClC1=CC=C(C=C1)[C@H](C)NCCC1(CCC2(OCCO2)CC1)NC(C(F)(F)F)=O (N-(8-{2-[(S)-1-(4-chloro-phenyl)-ethylamino]-ethyl}-1,4-dioxa-spiro[4.5]dec-8-yl)-2,2,2-trifluoro-acetamide), ClC(Cl)(OC(OC(Cl)(Cl)Cl)=O)Cl (triphosgene), Intermediate 2. Yields the product ClC1=CC=C(C=C1)[C@H](C)N1C(NC2(CCC3(OCCO3)CC2)CC1)=O (11-[(S)-1-(4-chloro-phenyl)-ethyl]-1,4-dioxa-9,11-diaza-dispiro[4.2.5.2]pentadecan-10-one). Reaction SMILES: [Cl:1][C:2]1[CH:7]=[CH:6][C:5]([C@@H:8]([NH:10][CH2:11][CH2:12][C:13]2([NH:23][C:24](=[O:29])C(F)(F)F)[CH2:22][CH2:21][C:16]3([O:20][CH2:19][CH2:18][O:17]3)[CH2:15][CH2:14]2)[CH3:9])=[CH:4][CH:3]=1.ClC(Cl)(OC(=O)OC(Cl)(Cl)Cl)Cl>>[Cl:1][C:2]1[CH:7]=[CH:6][C:5]([C@@H:8]([N:10]2[CH2:11][CH2:12][C:13]3([CH2:14][CH2:15][C:16]4([O:17][CH2:18][CH2:19][O:20]4)[CH2:21][CH2:22]3)[NH:23][C:24]2=[O:29])[CH3:9])=[CH:4][CH:3]=1. Reported procedure: The title compound is prepared from N-(8-{2-[(S)-1-(4-chloro-phenyl)-ethylamino]-ethyl}-1,4-dioxa-spiro[4.5]dec-8-yl)-2,2,2-trifluoro-acetamide and triphosgene following a procedure analogous to that described in Step 4 of Intermediate 2. Yield: quantitative (crude); Mass spectrum (ESI+): m/z=365/367 (Cl) [M+H]+. The reactants are [H-].[Na+] (sodium hydride), N[C@H](CO)CC ((S)-2-amino-1-butanol), NC1=C(C#N)C(=CC=C1)F (2-amino-6-fluorobenzonitrile). Solvent: O1CCOCC1 (1,4-dioxane). Reaction conditions: time 30 minute. The product is NC1=C(C#N)C(=CC=C1)OC[C@H](CC)N (2-amino-6-(2-(S)-aminobutoxy)-benzonitrile). RXN SMILES: [NH2:1][C@@H:2]([CH2:5][CH3:6])[CH2:3][OH:4].[H-].[Na+].[NH2:9][C:10]1[CH:17]=[CH:16][CH:15]=[C:14](F)[C:11]=1[C:12]#[N:13]>O1CCOCC1>[NH2:9][C:10]1[CH:17]=[CH:16][CH:15]=[C:14]([O:4][CH2:3][C@@H:2]([NH2:1])[CH2:5][CH3:6])[C:11]=1[C:12]#[N:13] |f:1.2|. Reported procedure: 5.01 g (51.3 mmol) (S)-2-amino-1-butanol are dissolved in 30 mL 1,4-dioxane, combined with 2.10 g (52.5 mmol) sodium hydride and stirred for 30 min at ambient temperature. To this reaction mixture are added 5.00 g (36.7 mmol) 2-amino-6-fluorobenzonitrile and the mixture is stirred for 24 h at 50° C. Then the solvent is eliminated in vacuo and the crude product is purified by chromatography. The carrier material used is silica gel and the eluant is dichloromethane to which 5% of a mixture of 90% ... Starting materials: FC1=CC2=C(N=C(S2)C(CC(C(F)(F)F)=O)=O)C=C1C (1-(6-fluoro-5-methylbenzothiazol-2-yl)-4,4,4-trifluorobutane-1,3-dione), Cl.CS(=O)(=O)C1=CC=C(C=C1)NN (4-methylsulfonylphenylhydrazine hydrochloride). Product: FC1=CC2=C(N=C(S2)C2=CC(=NN2C2=CC=C(C=C2)S(=O)(=O)C)C(F)(F)F)C=C1C (6-fluoro-5-methyl-2-[1-(4-methylsulfonylphenyl)-3-trifluoromethyl-1H-pyrazol-5-yl]-benzothiazole). Isolated yield 41.0%. As a reaction SMILES: [F:1][C:2]1[C:19]([CH3:20])=[CH:18][C:5]2[N:6]=[C:7]([C:9](=O)[CH2:10][C:11](=O)[C:12]([F:15])([F:14])[F:13])[S:8][C:4]=2[CH:3]=1.Cl.[CH3:22][S:23]([C:26]1[CH:31]=[CH:30][C:29]([NH:32][NH2:33])=[CH:28][CH:27]=1)(=[O:25])=[O:24]>>[F:1][C:2]1[C:19]([CH3:20])=[CH:18][C:5]2[N:6]=[C:7]([C:9]3[N:32]([C:29]4[CH:28]=[CH:27][C:26]([S:23]([CH3:22])(=[O:25])=[O:24])=[CH:31][CH:30]=4)[N:33]=[C:11]([C:12]([F:15])([F:14])[F:13])[CH:10]=3)[S:8][C:4]=2[CH:3]=1 |f:1.2|. Reported procedure: The procedure of Example 9 was repeated using 1-(6-fluoro-5-methylbenzothiazol-2-yl)-4,4,4-trifluorobutane-1,3-dione and 4-methylsulfonylphenylhydrazine hydrochloride as the starting materials to obtain 6-fluoro-5-methyl-2-[1-(4-methylsulfonylphenyl)-3-trifluoromethyl-1H-pyrazol-5-yl]-benzothiazole (yield, 41%).